Dataset: the Open Reaction Database (ORD), a public repository of structured organic reaction records. Task: describe an organic reaction: reactants, conditions, products, and yield Reactants: O=C(c1ccccc1)C(F)(F)F, N#C[K]. The product is N#CC(O)(c1ccccc1)C(F)(F)F. As a reaction SMILES: [F:1][C:2]([C:3](=[O:4])[c:5]1[cH:6][cH:7][cH:8][cH:9][cH:10]1)([F:11])[F:12].[K:13][C:14]#[N:15]>>[F:1][C:2]([C:3]([OH:4])([c:5]1[cH:6][cH:7][cH:8][cH:9][cH:10]1)[C:14]#[N:15])([F:11])[F:12]. Reactants: Cc1cccc(C)c1CNc1cccn2c(C)c(C)nc12, CC(=O)O, O=[N+]([O-])O. Product: Cc1cccc(C)c1CNc1c([N+](=O)[O-])ccn2c(C)c(C)nc12. As a reaction SMILES: [CH3:1][c:2]1[n:3][c:4]2[n:5]([cH:6][cH:7][cH:8][c:9]2[NH:10][CH2:11][c:12]2[c:13]([CH3:19])[cH:14][cH:15][cH:16][c:17]2[CH3:18])[c:20]1[CH3:21].[CH3:26][C:27](=[O:28])[OH:29].[OH:22][N+:23]([O-:24])=[O:25]>>[CH3:1][c:2]1[n:3][c:4]2[n:5]([cH:6][cH:7][c:8]([N+:23](=[O:22])[O-:24])[c:9]2[NH:10][CH2:11][c:12]2[c:13]([CH3:19])[cH:14][cH:15][cH:16][c:17]2[CH3:18])[c:20]1[CH3:21]. Reactants: ClC=1C=CC(=C(C(=O)O)C1)O (5-chloro-2-hydroxybenzoic acid), C([O-])([O-])=O.[K+].[K+] (potassium carbonate), C(C(C)=C)Cl (methallyl chloride). Solvent: CN(C=O)C (dimethylformamide). Yields the product CC(COC(C1=C(C=CC(=C1)Cl)OCC(=C)C)=O)=C (5-chloro-2-[(2-methyl-2-propenyl)oxy]benzoic acid 2-methyl-2-propenyl ester). RXN SMILES: [Cl:1][C:2]1[CH:3]=[CH:4][C:5]([OH:11])=[C:6]([CH:10]=1)[C:7]([OH:9])=[O:8].C(=O)([O-])[O-].[K+].[K+].[CH2:18](Cl)[C:19](=[CH2:21])[CH3:20]>CN(C)C=O>[CH3:18][C:19](=[CH2:21])[CH2:20][O:8][C:7](=[O:9])[C:6]1[CH:10]=[C:2]([Cl:1])[CH:3]=[CH:4][C:5]=1[O:11][CH2:7][C:6]([CH3:10])=[CH2:5] |f:1.2.3|. Reported procedure: When this reaction was repeated employing 2.77 Kg of 5-chloro-2-hydroxybenzoic acid, 7.6 liters of dimethylformamide, 5.55 Kg of potassium carbonate, and 3.96 liters of methallyl chloride, the cooled reaction mixture was filtered and divided into two portions. Each portion was poured separately into a mixture of 2.8 liters of hexane, 1.4 liters of ethyl acetate and 7 liters of water. The layers were separated and the aqueous layer in each case extracted again with a mixture of 1.4 liters of hexa... Starting materials: F[B-](F)(F)F, CCN(C(C)C)C(C)C, Cc1ccc(-c2nocc2C(=O)O)cc1, c1cncc(C2CCNC2)c1, CN(C)C=O, CN(C)C(On1nnc2ccccc21)=[N+](C)C. The product is Cc1ccc(-c2nocc2C(=O)N2CCC(c3cccnc3)C2)cc1. As a reaction SMILES: [B-:12]([F:13])([F:14])([F:15])[F:16].[CH2:34]([N:35]([CH:36]([CH3:37])[CH3:38])[CH:39]([CH3:40])[CH3:41])[CH3:42].[CH3:43][c:44]1[cH:45][cH:46][c:47](-[c:50]2[n:51][o:52][cH:53][c:54]2[C:55](=[O:56])[OH:57])[cH:48][cH:49]1.[NH:1]1[CH2:2][CH:3]([c:6]2[cH:7][n:8][cH:9][cH:10][cH:11]2)[CH2:4][CH2:5]1.[O:58]=[CH:59][N:60]([CH3:61])[CH3:62].[n:17]1([O:18][C:19]([N:20]([CH3:21])[CH3:22])=[N+:23]([CH3:24])[CH3:25])[c:26]2[cH:27][cH:28][cH:29][cH:30][c:31]2[n:32][n:33]1>>[N:1]1([C:55]([c:54]2[c:50](-[c:47]3[cH:46][cH:45][c:44]([CH3:43])[cH:49][cH:48]3)[n:51][o:52][cH:53]2)=[O:56])[CH2:2][CH:3]([c:6]2[cH:7][n:8][cH:9][cH:10][cH:11]2)[CH2:4][CH2:5]1. Reactants: N(=O)[O-].[Na+] (sodium nitrite), OC=1C=C(C2=CC=CC=C2C1N=NC=1C(=NN(C1O)C1=CC=CC=C1)C)C(=O)O (3-hydroxy-4-[(5-hydroxy-3-methyl-1-phenyl-1H-pyrazol-4-yl)azo]-1-naphthalenecarboxylic acid), S(O)(O)(=O)=O (sulfuric acid). The solvent is O (water), O (water). Run at time 1 hour. The product is OC=1C=C(C2=CC=CC=C2C1)C(=O)O (3-Hydroxy-1-napthalenecarboxylic acid). RXN SMILES: [OH:1][C:2]1[CH:3]=[C:4]([C:27]([OH:29])=[O:28])[C:5]2[C:10]([C:11]=1N=NC1C(C)=NN(C3C=CC=CC=3)C=1O)=[CH:9][CH:8]=[CH:7][CH:6]=2.N([O-])=O.[Na+].S(=O)(=O)(O)O>O>[OH:1][C:2]1[CH:3]=[C:4]([C:27]([OH:29])=[O:28])[C:5]2[C:10]([CH:11]=1)=[CH:9][CH:8]=[CH:7][CH:6]=2 |f:1.2|. Procedure: A solution of the compound from example 14 b) (8.73 g; 0.042 mol.) in water (300 mL) was treated with 2M aqu. sulfuric acid (60.0 mL) to precipitate the free acid as a fine powder. This suspension was then stirred and cooled to 10° then slowly treated dropwise with a solution of sodium nitrite (3.03 g; 0.044 mol.) in water (30.0 mL). After 30 min. at 10° the solution was added very slowly dropwise to a refluxing solution of 40% aqu. sulfuric acid (1 L). Complete addition took ˜1 h. After complet... Reactants: C(C1=CC=CC=C1)OC=1C=C(C(=O)NC2=CC=C(C=N2)C(=O)OC)C=C(C1)O (Methyl 6-[(3-benzyloxy-5-hydroxybenzoyl)amino]-3-pyridinecarboxylate), CC(C)OC(=O)/N=N/C(=O)OC(C)C (diisopropylazodicarboxylate), C1(=CC=CC=C1)P(C1=CC=CC=C1)C1=CC=CC=C1 (triphenylphosphine), C(C)(C)O (iso-propanol). Solvent: C1CCOC1 (THF). Run at time 72 hour. Yields the product C(C1=CC=CC=C1)OC=1C=C(C(=O)NC2=CC=C(C=N2)C(=O)OC)C=C(C1)OC(C)C (methyl 6-[(3-benzyloxy-5-isopropoxybenzoyl)amino]-3-pyridinecarboxylate). Isolated yield 78.5%. As a reaction SMILES: [CH2:1]([O:8][C:9]1[CH:10]=[C:11]([CH:25]=[C:26]([OH:28])[CH:27]=1)[C:12]([NH:14][C:15]1[N:20]=[CH:19][C:18]([C:21]([O:23][CH3:24])=[O:22])=[CH:17][CH:16]=1)=[O:13])[C:2]1[CH:7]=[CH:6][CH:5]=[CH:4][CH:3]=1.[C:29]1(P(C2C=CC=CC=2)C2C=CC=CC=2)[CH:34]=CC=C[CH:30]=1.C(O)(C)C.CC(OC(/N=N/C(OC(C)C)=O)=O)C>C1COCC1>[CH2:1]([O:8][C:9]1[CH:10]=[C:11]([CH:25]=[C:26]([O:28][CH:29]([CH3:34])[CH3:30])[CH:27]=1)[C:12]([NH:14][C:15]1[N:20]=[CH:19][C:18]([C:21]([O:23][CH3:24])=[O:22])=[CH:17][CH:16]=1)=[O:13])[C:2]1[CH:3]=[CH:4][CH:5]=[CH:6][CH:7]=1. Procedure details: Methyl 6-[(3-benzyloxy-5-hydroxybenzoyl)amino]-3-pyridinecarboxylate(2.20 g, 5.81 mM), triphenylphosphine (1.59 g, 6.10 mM), iso-propanol (0.445 ml, 5.81 mM) and THF (50 ml) were combined and diisopropylazodicarboxylate (1.2 ml, 6.10 mM) was added dropwise. The reaction was stirred for 72 hours at ambient temperature. The mixture was concentrated in vacuo and the resulting brown oil was purified by column chromatography on Kieselgel 60, eluting with a gradient of 50–100% methylene chloride in is... Reactants: C1COCCO1, Cl, CC(C)(C)OC(=O)N1CCN(c2cccc(S(=O)(=O)c3ccccc3)c2)CC1. Yields the product O=S(=O)(c1ccccc1)c1cccc(N2CCNCC2)c1. As a reaction SMILES: [CH2:29]1[O:30][CH2:31][CH2:32][O:33][CH2:34]1.[ClH:35].[c:1]1([S:7](=[O:8])(=[O:9])[c:10]2[cH:11][c:12]([N:16]3[CH2:17][CH2:18][N:19]([C:22]([O:23][C:24]([CH3:25])([CH3:26])[CH3:27])=[O:28])[CH2:20][CH2:21]3)[cH:13][cH:14][cH:15]2)[cH:2][cH:3][cH:4][cH:5][cH:6]1>>[c:1]1([S:7](=[O:8])(=[O:9])[c:10]2[cH:11][c:12]([N:16]3[CH2:17][CH2:18][NH:19][CH2:20][CH2:21]3)[cH:13][cH:14][cH:15]2)[cH:2][cH:3][cH:4][cH:5][cH:6]1.